Task: describe an organic reaction: reactants, conditions, products, and yield. Dataset: the Open Reaction Database (ORD), a public repository of structured organic reaction records The reactants are C1(=CC=CC=C1)C(=[Se])OC(=[Se])C1=CC=CC=C1 (benzeneselenic anhydride), ClC=1C=C2C=CC=C(C2=CC1)O (6-chloro-1-naphthol). Run in O1CCCC1 (tetrahydrofuran), O1CCCC1 (tetrahydrofuran). Run at temperature 70 celsius. The product is ClC=1C=C2C=CC(C(C2=CC1)=O)=O (6-chloronaphthalene-1,2-dione). Yield: 82.2%. Reaction SMILES: C1(C([O:9]C(C2C=CC=CC=2)=[Se])=[Se])C=CC=CC=1.[Cl:18][C:19]1[CH:20]=[C:21]2[C:26](=[CH:27][CH:28]=1)[C:25]([OH:29])=[CH:24][CH:23]=[CH:22]2>O1CCCC1>[Cl:18][C:19]1[CH:20]=[C:21]2[C:26](=[CH:27][CH:28]=1)[C:25](=[O:29])[C:24](=[O:9])[CH:23]=[CH:22]2. Procedure: To a solution of benzeneselenic anhydride (3.18 g, 8.8 mmol) in tetrahydrofuran (30 ml), which had been heated to 70° C. was added a solution of 6-chloro-1-naphthol (1.5 g, 8.4 mmol) in tetrahydrofuran (5 ml). The reaction was maintained at 70° C. for 15 minutes. The mixture was then concentrated under reduced pressure. The residue was suspended in hexanes (100 ml) and filtered. This was repeated 5 times. The residue was dissolved in dichloromethane (100 ml), filtered and concentrated under redu... The reactants are C1(C=2C(C(N1CCCCCCCCCCCCCCCCC(=O)O)=O)=CC=CC2)=O (17-phthalimidoheptadecanoic acid), O.NN (hydrazine hydrate). The solvent is CO (methanol). Conditions: temperature 20 celsius. Yields the product NCCCCCCCCCCCCCCCCC(=O)O (17-aminoheptadecanoic acid). The yield is 42.0%. As a reaction SMILES: C1(=O)[N:5]([CH2:6][CH2:7][CH2:8][CH2:9][CH2:10][CH2:11][CH2:12][CH2:13][CH2:14][CH2:15][CH2:16][CH2:17][CH2:18][CH2:19][CH2:20][CH2:21][C:22]([OH:24])=[O:23])C(=O)C2=CC=CC=C12.O.NN>CO>[NH2:5][CH2:6][CH2:7][CH2:8][CH2:9][CH2:10][CH2:11][CH2:12][CH2:13][CH2:14][CH2:15][CH2:16][CH2:17][CH2:18][CH2:19][CH2:20][CH2:21][C:22]([OH:24])=[O:23] |f:1.2|. Reported procedure: A solution of 3.4 g of 17-phthalimidoheptadecanoic acid in 60 cm3 of methanol is stirred for 1 hour, at a temperature in the region of 80° C., in the presence of 1.67 g of hydrazine hydrate. The solution is cooled to around 20° C. and the solid is separated by filtration and dried in air. The residue (1.92 g) is taken up in 180 cm3 of distilled water. The solid is separated by filtration, washed with a total of 45 cm3 of distilled water and dried under reduced pressure (13.5 Pa) at a temperature... The reactants are Cl (hydrochloric acid), C([O-])([O-])=O.[K+].[K+] (Potassium carbonate), CN=C=O (methyl isocyanate), C(C)C1=CC(=NN1)OC1=C(C=C(C=C1)[N+](=O)[O-])C(F)(F)F (5-ethyl-3-(4-nitro-2-trifluoromethylphenyloxy)pyrazole). The solvent is C(C)(=O)OCC (ethyl acetate). Run at time 8 hour. The product is CNC(=O)N1N=C(C=C1CC)OC1=C(C=C(C=C1)[N+](=O)[O-])C(F)(F)F (N-methyl-5-ethyl-3-(4-nitro-2-trifluoromethylphenyloxy)pyrazole-1-carboxamide). Isolated yield 79.3%. Reaction SMILES: C(=O)([O-])[O-].[K+].[K+].[CH3:7][N:8]=[C:9]=[O:10].[CH2:11]([C:13]1[NH:17][N:16]=[C:15]([O:18][C:19]2[CH:24]=[CH:23][C:22]([N+:25]([O-:27])=[O:26])=[CH:21][C:20]=2[C:28]([F:31])([F:30])[F:29])[CH:14]=1)[CH3:12].Cl>C(OCC)(=O)C>[CH3:7][NH:8][C:9]([N:17]1[C:13]([CH2:11][CH3:12])=[CH:14][C:15]([O:18][C:19]2[CH:24]=[CH:23][C:22]([N+:25]([O-:27])=[O:26])=[CH:21][C:20]=2[C:28]([F:29])([F:30])[F:31])=[N:16]1)=[O:10] |f:0.1.2|. Reported procedure: Potassium carbonate (0.83 g, 6.0 mmol) and methyl isocyanate (0.29 g, 5.0 mmol) were added to a solution of 5-ethyl-3-(4-nitro-2-trifluoromethylphenyloxy)pyrazole (1.81 g, 6.0 mmol) in ethyl acetate (15 ml), and the mixture was stirred at room temperature overnight. After completion of the reaction, the reaction mixture was poured into 2N hydrochloric acid and extracted with diethyl ether (20 ml×3). An organic layer was washed with water, dried over anhydrous magnesium sulfate and filtered to re... Starting materials: C(C1=CC=CC=C1)OCCC(COCOC)OCP(=O)(OC(C)C)OC(C)C (4-O-benzyl-2-O-(diisopropylphosphonomethyl)-1-O-methoxymethyl-1,2,4-butanetriol). Reagents/catalysts: [OH-].[OH-].[Pd+2] (Palladium hydroxide on carbon). Run in C(C)O (ethanol), C1=CCCCC1 (cyclohexene). Yields the product C(C)(C)OP(=O)(OC(C)C)CO[C@H](COCOC)CCO ((S)-2-O-(Diisopropylphosphonomethyl)-1-O-methoxymethyl-1,2,4-butanetriol). Yield: 97.7%. As a reaction SMILES: C([O:8][CH2:9][CH2:10][CH:11]([O:17][CH2:18][P:19]([O:25][CH:26]([CH3:28])[CH3:27])([O:21][CH:22]([CH3:24])[CH3:23])=[O:20])[CH2:12][O:13][CH2:14][O:15][CH3:16])C1C=CC=CC=1>C(O)C.C1CCCCC=1.[OH-].[OH-].[Pd+2]>[CH:22]([O:21][P:19]([CH2:18][O:17][C@@H:11]([CH2:10][CH2:9][OH:8])[CH2:12][O:13][CH2:14][O:15][CH3:16])([O:25][CH:26]([CH3:28])[CH3:27])=[O:20])([CH3:24])[CH3:23] |f:3.4.5|. Procedure: Palladium hydroxide on carbon (20%, 10 g) was added to a solution of 4-O-benzyl-2-O-(diisopropylphosphonomethyl)-1-O-methoxymethyl-1,2,4-butanetriol (21.9 g, 52.33 mmol) in a mixture of ethanol and cyclohexene (200 mL of each). The resulting mixture was heated at reflux for 6 hours. The mixture was cooled to room temperature and filtered. The filtrate was evaporated and the residue was purified by flash chromatography on silica gel (methylene chloride:methanol=20:1 to 10:1) to give 16.79 g (98% ... The reactants are CC(C)OC(C)C, ClCc1ccsc1, [H-], [Na+], CN(C)C=O, O=Cc1c(O)cc(O)cc1F. Yields the product O=Cc1c(O)cc(OCc2ccsc2)cc1F. As a reaction SMILES: [CH:21]([O:22][CH:23]([CH3:24])[CH3:25])([CH3:26])[CH3:27].[Cl:14][CH2:15][c:16]1[cH:17][s:18][cH:19][cH:20]1.[H-:1].[Na+:2].[O:28]=[CH:29][N:30]([CH3:31])[CH3:32].[OH:3][c:4]1[c:5]([CH:6]=[O:7])[c:8]([F:13])[cH:9][c:10]([OH:12])[cH:11]1>>[OH:3][c:4]1[c:5]([CH:6]=[O:7])[c:8]([F:13])[cH:9][c:10]([O:12][CH2:15][c:16]2[cH:17][s:18][cH:19][cH:20]2)[cH:11]1. The reactants are CSCCCNC1=NC=C2C(=N1)N=C(NC2=O)C2=C(C=CC=C2)OCCC (7-(3-methylthiopropylamino)-4-oxo-2-(2-propoxyphenyl)-3,4-dihydropyrimido[4,5-d]pyrimidine), ClC=1C=C(C(=O)OO)C=CC1 (m-chloroperoxybenzoic acid). Run in ClCCl (dichloromethane). Reaction conditions: time 10 day. The product is CS(=O)CCCNC1=NC=C2C(=N1)N=C(NC2=O)C2=C(C=CC=C2)OCCC (7-(3-Methylsulphinylpropylamino)-4-oxo-2-(2-propoxyphenyl)-3,4-dihydropyrimido[4,5-d]pyrimidine). Reaction SMILES: [CH3:1][S:2][CH2:3][CH2:4][CH2:5][NH:6][C:7]1[N:12]=[C:11]2[N:13]=[C:14]([C:18]3[CH:23]=[CH:22][CH:21]=[CH:20][C:19]=3[O:24][CH2:25][CH2:26][CH3:27])[NH:15][C:16](=[O:17])[C:10]2=[CH:9][N:8]=1.ClC1C=C(C=CC=1)C(OO)=[O:33]>ClCCl>[CH3:1][S:2]([CH2:3][CH2:4][CH2:5][NH:6][C:7]1[N:12]=[C:11]2[N:13]=[C:14]([C:18]3[CH:23]=[CH:22][CH:21]=[CH:20][C:19]=3[O:24][CH2:25][CH2:26][CH3:27])[NH:15][C:16](=[O:17])[C:10]2=[CH:9][N:8]=1)=[O:33]. Procedure: A cool (0° C.) solution of 7-(3-methylthiopropylamino)-4-oxo-2-(2-propoxyphenyl)-3,4-dihydropyrimido[4,5-d]pyrimidine (1.84 g) and m-chloroperoxybenzoic acid (0.97 g) in dichloromethane (180 ml) was allowed to warm to ambient temperature with stirring. The solution was then stirred for 18 hours at ambient temperature and allowed to stand for 10 days . The reaction mixture was evaporated under reduced pressure and the residue eluted from a silica column with chloroform:methanol (gradient elution)...